This data is from the Open Reaction Database (ORD), a public repository of structured organic reaction records. The task is: describe an organic reaction: reactants, conditions, products, and yield The reactants are S(=O)(Cl)Cl (Thionyl chloride), C(C)(=O)OC=1C=C(C=CC1OC(C)=O)CC(=O)O (3,4-diacetoxyphenylacetic acid), BrN1C(CCC1=O)=O (N-bromosuccinimide), Br (hydrobromic acid). The solvent is C(Cl)(Cl)(Cl)Cl (carbon tetrachloride), C(Cl)(Cl)(Cl)Cl (carbon tetrachloride). Reaction conditions: temperature 70 celsius. The product is BrC(C(=O)O)C1=CC(=C(C=C1)OC(C)=O)OC(C)=O (2-bromo-(3,4-diacetoxyphenyl)acetic acid). The yield is 91.5%. Reaction SMILES: S(Cl)(Cl)=O.[C:5]([O:8][C:9]1[CH:10]=[C:11]([CH2:19][C:20]([OH:22])=[O:21])[CH:12]=[CH:13][C:14]=1[O:15][C:16](=[O:18])[CH3:17])(=[O:7])[CH3:6].[Br:23]N1C(=O)CCC1=O.Br>C(Cl)(Cl)(Cl)Cl>[Br:23][CH:19]([C:11]1[CH:12]=[CH:13][C:14]([O:15][C:16](=[O:18])[CH3:17])=[C:9]([O:8][C:5](=[O:7])[CH3:6])[CH:10]=1)[C:20]([OH:22])=[O:21]. Reported procedure: Thionyl chloride (60 ml) was added to a suspension of 3,4-diacetoxyphenylacetic acid (51.1 g) in carbon tetrachloride (105 ml) and the mixture was heated at 70° C. for one hour. After cooling to room temperature, N-bromosuccinimide (42.3 g), carbon tetrachloride (105 ml) and a little amount of hydrobromic acid were added, and the mixture was heated for an additional one hour. The resulting mixture was concentrated under reduced pressure, and the residue was redissolved in carbon tetrachloride. A... The reactants are BrC1=CC=2N(C=C1)N=C(C2)C2=CC=C(C=C2)F (5-bromo-2-(4-fluorophenyl)pyrazolo[1,5-a]pyridine), C(=O)C1=C(C=CC=C1)B(O)O (2-formylphenylboronic acid), C([O-])([O-])=O.[Cs+].[Cs+] (caesium carbonate), O1CCCC1 (tetrahydrofuran). Reagents/catalysts: C1=CC=C(C=C1)P([C-]2C=CC=C2)C3=CC=CC=C3.C1=CC=C(C=C1)P([C-]2C=CC=C2)C3=CC=CC=C3.Cl[Pd]Cl.[Fe+2] ([1,1′-bis(diphenylphosphino)ferrocene]dichloropalladium(II)). Solvent: C(C)(=O)OCC (ethyl acetate), O (water). The product is FC1=CC=C(C=C1)C1=NN2C(C=C(C=C2)C2=C(C=O)C=CC=C2)=C1 (2-[2-(4-Fluorophenyl)pyrazolo[1,5-a]pyridin-5-yl]benzaldehyde). Isolated yield 78.0%. Reaction SMILES: Br[C:2]1[CH:7]=[CH:6][N:5]2[N:8]=[C:9]([C:11]3[CH:16]=[CH:15][C:14]([F:17])=[CH:13][CH:12]=3)[CH:10]=[C:4]2[CH:3]=1.[CH:18]([C:20]1[CH:25]=[CH:24][CH:23]=[CH:22][C:21]=1B(O)O)=[O:19].C(=O)([O-])[O-].[Cs+].[Cs+].O1CCCC1>C(OCC)(=O)C.C1C=CC(P(C2C=CC=CC=2)[C-]2C=CC=C2)=CC=1.C1C=CC(P(C2C=CC=CC=2)[C-]2C=CC=C2)=CC=1.Cl[Pd]Cl.[Fe+2].O>[F:17][C:14]1[CH:15]=[CH:16][C:11]([C:9]2[CH:10]=[C:4]3[CH:3]=[C:2]([C:21]4[CH:22]=[CH:23][CH:24]=[CH:25][C:20]=4[CH:18]=[O:19])[CH:7]=[CH:6][N:5]3[N:8]=2)=[CH:12][CH:13]=1 |f:2.3.4,7.8.9.10|. Procedure: The procedure described in stage 2.4 is followed, starting with 0.300 g (1.03 mmol) of 5-bromo-2-(4-fluorophenyl)pyrazolo[1,5-a]pyridine obtained in stage 2.3, 0.170 g (1.13 mmol) of 2-formylphenylboronic acid, 1.00 g (3.09 mmol) of caesium carbonate and 0.084 g (0.10 mmol) of [1,1′-bis(diphenylphosphino)ferrocene]dichloropalladium(II) in 5 ml of a 9/1 mixture of tetrahydrofuran and water. After chromatography on silica gel, elution being carried out with a mixture of cyclohexane and ethyl aceta... The reactants are FC1=CC(=C(C#N)C=C1)S(=O)(=O)C (4-fluoro-2-(methylsulfonyl)benzonitrile), Cl (HCl). Reagents/catalysts: [Pd] (Pd/C). The solvent is C(C)O (Ethanol). Run at time 8 hour. Product: [Cl-].FC1=CC(=C(C=C1)C[NH3+])S(=O)(=O)C (1-[4-fluoro-2-(methylsulfonyl)phenyl]methanaminium chloride). As a reaction SMILES: [F:1][C:2]1[CH:9]=[CH:8][C:5]([C:6]#[N:7])=[C:4]([S:10]([CH3:13])(=[O:12])=[O:11])[CH:3]=1.[ClH:14]>[Pd].C(O)C>[Cl-:14].[F:1][C:2]1[CH:9]=[CH:8][C:5]([CH2:6][NH3+:7])=[C:4]([S:10]([CH3:13])(=[O:12])=[O:11])[CH:3]=1 |f:4.5|. Reported procedure: 4-fluoro-2-(methylsulfonyl)benzonitrile (5.6 g, 28.11 mmol) was added to a dry Parr bottle. Ethanol (50 mL) and conc HCl (10 mL) were added and the reaction solution put under an Argon atmosphere. 10% Pd/C (1 gram) was added and the reaction vessel placed on a Parr hydrogenation apparatus. The reaction was placed under an atmosphere of H2 (50 psi) and shaken overnight. After overnight the ratio of starting material to product was 50:50. The reaction was filtered through celite and concentrated s... Reactants: FC=1C(=C(CN(C(OCC2=CC=CC=C2)=O)C)C=C(C1)[N+](=O)[O-])O[C@@H]1COC[C@@H]1O (Benzyl 3-fluoro-2-(((3R,4S)-4-hydroxytetrahydrofuran-3-yl)oxy)-5-nitrobenzyl(methyl)carbamate), [Si](C)(C)(C(C)(C)C)Cl (TBS-Cl), N1C=NC=C1 (imidazole). Run in CN(C)C=O (DMF). Reaction conditions: time 16 hour. The product is [Si](C)(C)(C(C)(C)C)O[C@@H]1[C@@H](COC1)OC1=C(CN(C(OCC2=CC=CC=C2)=O)C)C=C(C=C1F)[N+](=O)[O-] (Benzyl 2-(((3R,4S)-4-((tert-butyldimethylsilyl)oxy)tetrahydrofuran-3-yl)oxy)-3-fluoro-5-nitrobenzyl(methyl)carbamate). Yield: 98.8%. As a reaction SMILES: [F:1][C:2]1[C:3]([O:24][C@H:25]2[C@@H:29]([OH:30])[CH2:28][O:27][CH2:26]2)=[C:4]([CH:18]=[C:19]([N+:21]([O-:23])=[O:22])[CH:20]=1)[CH2:5][N:6]([CH3:17])[C:7](=[O:16])[O:8][CH2:9][C:10]1[CH:15]=[CH:14][CH:13]=[CH:12][CH:11]=1.[Si:31](Cl)([C:34]([CH3:37])([CH3:36])[CH3:35])([CH3:33])[CH3:32].N1C=CN=C1>CN(C=O)C>[Si:31]([O:30][C@H:29]1[CH2:28][O:27][CH2:26][C@H:25]1[O:24][C:3]1[C:2]([F:1])=[CH:20][C:19]([N+:21]([O-:23])=[O:22])=[CH:18][C:4]=1[CH2:5][N:6]([CH3:17])[C:7](=[O:16])[O:8][CH2:9][C:10]1[CH:15]=[CH:14][CH:13]=[CH:12][CH:11]=1)([C:34]([CH3:37])([CH3:36])[CH3:35])([CH3:33])[CH3:32]. Procedure details: To 27E (171 mg, 0.407 mmol) in DMF (3 mL) was added TBS-Cl (307 mg, 2.034 mmol) and imidazole (138 mg, 2.034 mmol). The reaction was stirred at rt for 16 h, then quenched with H2O and extracted with EtOAc (2×). The solvent was removed and the residue was purified by flash column chromatography (0-60% EtOAc/hexanes) to give 27F (215 mg, 0.402 mmol, 99% yield). MS (ESI) m/z: 535.4 (M+H)+. Starting materials: C1COCCN1, O=C(O)C1CCCN1C(=O)OCc1ccccc1, CN(C)C=O, C(=NC1CCCCC1)=NC1CCCCC1, O=C1CCC(=O)N1O. The product is O=C(C1CCCN1C(=O)OCc1ccccc1)N1CCOCC1. Reaction SMILES: [CH2:19]1[CH2:20][O:21][CH2:22][CH2:23][NH:24]1.[CH2:1]([c:2]1[cH:3][cH:4][cH:5][cH:6][cH:7]1)[O:8][C:9](=[O:10])[N:11]1[CH:12]([C:13](=[O:14])[OH:15])[CH2:16][CH2:17][CH2:18]1.[CH3:48][N:49]([CH3:50])[CH:51]=[O:52].[CH:33]1([N:34]=[C:35]=[N:36][CH:37]2[CH2:38][CH2:39][CH2:40][CH2:41][CH2:42]2)[CH2:43][CH2:44][CH2:45][CH2:46][CH2:47]1.[OH:25][N:26]1[C:27](=[O:28])[CH2:29][CH2:30][C:31]1=[O:32]>>[CH2:1]([c:2]1[cH:3][cH:4][cH:5][cH:6][cH:7]1)[O:8][C:9](=[O:10])[N:11]1[CH:12]([C:13](=[O:15])[N:24]2[CH2:19][CH2:20][O:21][CH2:22][CH2:23]2)[CH2:16][CH2:17][CH2:18]1.